From a dataset of the Open Reaction Database (ORD), a public repository of structured organic reaction records. describe an organic reaction: reactants, conditions, products, and yield The reactants are O.[OH-].[Li+] (lithium hydroxide monohydrate), BrC1=CC=C(C=C1)C1=NN(C(=C1OCC1=CC=C(C=C1)OC)C(=O)[O-])C (3-(4-bromophenyl)-4-(4-methoxybenzyloxy)-1-methyl-1H-pyrazole-5-carboxylate), B1(OC(C(O1)(C)C)(C)C)C2=CN=C(C=C2)C(=O)NC (2-(N-methylamidocarboxy)-5-pyridineboronic acid pinacol ester), C([O-])([O-])=O.[K+].[K+] (potassium carbonate), C(C[*:2])[*:1] (polyethylene). Reagents/catalysts: [Pd] (palladium). The solvent is C(C)O (ethanol), O (water). Run at temperature 115 celsius. Product: COC1=CC=C(COC=2C(=NN(C2C(=O)O)C)C2=CC=C(C=C2)C=2C=NC(=CC2)C(NC)=O)C=C1 (4-(4-methoxybenzyloxy)-1-methyl-3-(4-(6-(methylcarbamoyl)pyridin-3-yl)phenyl)-1H-pyrazole-5-carboxylic acid). RXN SMILES: Br[C:2]1[CH:7]=[CH:6][C:5]([C:8]2[C:12]([O:13][CH2:14][C:15]3[CH:20]=[CH:19][C:18]([O:21][CH3:22])=[CH:17][CH:16]=3)=[C:11]([C:23]([O-:25])=[O:24])[N:10]([CH3:26])[N:9]=2)=[CH:4][CH:3]=1.B1([C:36]2[CH:41]=[CH:40][C:39]([C:42]([NH:44][CH3:45])=[O:43])=[N:38][CH:37]=2)OC(C)(C)C(C)(C)O1.C(=O)([O-])[O-].[K+].[K+].O.[OH-].[Li+]>C(O)C.[Pd].O>[CH3:22][O:21][C:18]1[CH:19]=[CH:20][C:15]([CH2:14][O:13][C:12]2[C:8]([C:5]3[CH:6]=[CH:7][C:2]([C:36]4[CH:37]=[N:38][C:39]([C:42](=[O:43])[NH:44][CH3:45])=[CH:40][CH:41]=4)=[CH:3][CH:4]=3)=[N:9][N:10]([CH3:26])[C:11]=2[C:23]([OH:25])=[O:24])=[CH:16][CH:17]=1 |f:2.3.4,5.6.7|. Reported procedure: To a solution of 3-(4-bromophenyl)-4-(4-methoxybenzyloxy)-1-methyl-1H-pyrazole-5-carboxylate T-12 (400 mg, 0.96 mmol) in ethanol (10 mL) and water (1 mL) were added 2-(N-methylamidocarboxy)-5-pyridineboronic acid pinacol ester (254 mg, 0.97 mmol), potassium carbonate (138 mg, 1.0 mmol) and polyethylene supported palladium catalyst (FibreCat FC 1007, 3% Pd, 300 mg). The reaction mixture was heated in a microwave reactor at 115° C. for 15 minutes. To the reaction mixture was added lithium hydroxid... Starting materials: CC(=O)OCC(=O)N1CC=C(c2ccc(N3CC(Cn4ncnn4)OC3=O)cc2F)CC1, CCOCC, CO, N. Product: O=C(CO)N1CC=C(c2ccc(N3CC(Cn4ncnn4)OC3=O)cc2F)CC1. As a reaction SMILES: [C:1](=[O:2])([CH3:3])[O:4][CH2:5][C:6](=[O:7])[N:8]1[CH2:9][CH:10]=[C:11]([c:14]2[c:15]([F:32])[cH:16][c:17]([N:20]3[C:21](=[O:31])[O:22][CH:23]([CH2:25][n:26]4[n:27][cH:28][n:29][n:30]4)[CH2:24]3)[cH:18][cH:19]2)[CH2:12][CH2:13]1.[CH3:34][CH2:35][O:36][CH2:37][CH3:38].[CH3:39][OH:40].[NH3:33]>>[OH:4][CH2:5][C:6](=[O:7])[N:8]1[CH2:9][CH:10]=[C:11]([c:14]2[c:15]([F:32])[cH:16][c:17]([N:20]3[C:21](=[O:31])[O:22][CH:23]([CH2:25][n:26]4[n:27][cH:28][n:29][n:30]4)[CH2:24]3)[cH:18][cH:19]2)[CH2:12][CH2:13]1. Reactants: CCO, CO, Cc1cc([N+](=O)[O-])cc(C)c1Oc1ccc2[nH]cc(C(C)C)c2c1. Yields the product Cc1cc(N)cc(C)c1Oc1ccc2[nH]cc(C(C)C)c2c1. As a reaction SMILES: [CH2:25]([OH:26])[CH3:27].[CH3:28][OH:29].[CH:1]([CH3:2])([CH3:3])[c:4]1[cH:5][nH:6][c:7]2[cH:8][cH:9][c:10]([O:13][c:14]3[c:15]([CH3:24])[cH:16][c:17]([N+:21]([O-:22])=[O:23])[cH:18][c:19]3[CH3:20])[cH:11][c:12]12>>[CH:1]([CH3:2])([CH3:3])[c:4]1[cH:5][nH:6][c:7]2[cH:8][cH:9][c:10]([O:13][c:14]3[c:15]([CH3:24])[cH:16][c:17]([NH2:21])[cH:18][c:19]3[CH3:20])[cH:11][c:12]12.